From a dataset of the Open Reaction Database (ORD), a public repository of structured organic reaction records. describe an organic reaction: reactants, conditions, products, and yield Procedure details: N-(3-chloro-5-oxo-5H-benzo[4,5]cyclohepta[1,2-b]pyridin-7-yl)methanesulfonamide (0.050 g, 0.15 mmol), isopropylpiperazine (0.038 g, 0.30 mmol), Pd2(dba)3 (1.5 mg, 0.0015 mmol), BINAP (3.0 mg, 0.0045 mmol), and sodium tert-butoxide (0.043 g, 0.45 mmol) were added to a dry flask through which argon was purged. 3.0 mL dry dioxane was added and argon was bubbled through the solution for 5 minutes. The reaction was stirred and heated to 105° C. After 12 hours, the reaction mixture was poured into 100... Reagents/catalysts: C=1C=CC(=CC1)/C=C/C(=O)/C=C/C2=CC=CC=C2.C=1C=CC(=CC1)/C=C/C(=O)/C=C/C2=CC=CC=C2.C=1C=CC(=CC1)/C=C/C(=O)/C=C/C2=CC=CC=C2.[Pd].[Pd] (Pd2(dba)3). Reaction SMILES: Cl[C:2]1[CH:3]=[C:4]2[C:12](=[O:13])[C:11]3[CH:14]=[C:15]([NH:18][S:19]([CH3:22])(=[O:21])=[O:20])[CH:16]=[CH:17][C:10]=3[CH:9]=[CH:8][C:5]2=[N:6][CH:7]=1.[CH:23]([N:26]1[CH2:31][CH2:30][NH:29][CH2:28][CH2:27]1)([CH3:25])[CH3:24].C1C=CC(P(C2C(C3C(P(C4C=CC=CC=4)C4C=CC=CC=4)=CC=C4C=3C=CC=C4)=C3C(C=CC=C3)=CC=2)C2C=CC=CC=2)=CC=1.CC(C)([O-])C.[Na+]>C1C=CC(/C=C/C(/C=C/C2C=CC=CC=2)=O)=CC=1.C1C=CC(/C=C/C(/C=C/C2C=CC=CC=2)=O)=CC=1.C1C=CC(/C=C/C(/C=C/C2C=CC=CC=2)=O)=CC=1.[Pd].[Pd]>[CH:23]([N:26]1[CH2:31][CH2:30][N:29]([C:2]2[CH:3]=[C:4]3[C:12](=[O:13])[C:11]4[CH:14]=[C:15]([NH:18][S:19]([CH3:22])(=[O:21])=[O:20])[CH:16]=[CH:17][C:10]=4[CH:9]=[CH:8][C:5]3=[N:6][CH:7]=2)[CH2:28][CH2:27]1)([CH3:25])[CH3:24] |f:3.4,5.6.7.8.9|. Reactants: ClC=1C=C2C(=NC1)C=CC1=C(C2=O)C=C(C=C1)NS(=O)(=O)C (N-(3-chloro-5-oxo-5H-benzo[4,5]cyclohepta[1,2-b]pyridin-7-yl)methanesulfonamide), C(C)(C)N1CCNCC1 (isopropylpiperazine), C=1C=CC(=CC1)P(C=2C=CC=CC2)C3=CC=C4C=CC=CC4=C3C5=C6C=CC=CC6=CC=C5P(C=7C=CC=CC7)C=8C=CC=CC8 (BINAP), CC(C)([O-])C.[Na+] (sodium tert-butoxide). Product: C(C)(C)N1CCN(CC1)C=1C=C2C(=NC1)C=CC1=C(C2=O)C=C(C=C1)NS(=O)(=O)C (N-[3-(4-isopropylpiperazin-1-yl)-5-oxo-5H-benzo[4,5]cyclohepta[1,2-b]pyridin-7-yl]methanesulfonamide). Conditions: temperature 105 celsius, time 12 hour. Yield: 68.0%. Reactants: 27.5, Br.BrCCN (2-bromoethanamine hydrobromide), 10.8, [OH-].[Na+] (sodium hydroxide), 28.9, COC1=CC(=C(C(=O)Cl)C=C1)[N+](=O)[O-] (4-methoxy-2-nitrobenzoyl chloride). RXN SMILES: Br.[Br:2][CH2:3][CH2:4][NH2:5].[CH3:6][O:7][C:8]1[CH:16]=[CH:15][C:11]([C:12](Cl)=[O:13])=[C:10]([N+:17]([O-:19])=[O:18])[CH:9]=1.[OH-].[Na+]>O.C1C=CC=CC=1>[Br:2][CH2:3][CH2:4][NH:5][C:12](=[O:13])[C:11]1[CH:15]=[CH:16][C:8]([O:7][CH3:6])=[CH:9][C:10]=1[N+:17]([O-:19])=[O:18] |f:0.1,3.4|. The solvent is O (water), O (water), C1=CC=CC=C1 (benzene). Reported procedure: To a stirred and cooled (ice-bath) solution of 27.5 parts of 2-bromoethanamine hydrobromide in 200 parts of water is added a solution of 28.9 parts of 4-methoxy-2-nitrobenzoyl chloride in 63 parts of benzene at 5°-10° C. While stirring vigorously, there is added dropwise a solution of 10.8 parts of sodium hydroxide in 250 parts of water at 5°-10° C. Upon completion, stirring is continued for 2 hours at this temperature. The supernatant phase is decanted and the oily residue is stirred in 2-propa... Reaction conditions: time 2 hour. Yields the product 27.5, BrCCNC(C1=C(C=C(C=C1)OC)[N+](=O)[O-])=O (N-(2-bromoethyl)-4-methoxy-2-nitrobenzamide). Starting materials: FC=1C=NC=CC1 (3-fluoropyridine), C(C)(C)(C)OC (Methyl t-butyl ether), CN(CCN(C)C)C (N,N,N′,N′-tetramethylethylenediamine), O1CCCC1 (tetrahydrofuran), [Li]CCCC (n-BuLi). Reaction conditions: temperature -75 celsius. The product is FC=1C(=NC=CC1)C(=O)[O-].[Li+] (Lithium 3-fluoropyridine-2-carboxylate). RXN SMILES: [C:1]([O:5]C)([CH3:4])(C)C.CN(C)CCN(C)C.[Li:15]CCCC.[F:20][C:21]1C=[N:23][CH:24]=[CH:25][CH:26]=1.[O:27]1CCCC1>>[F:20][C:21]1[C:4]([C:1]([O-:5])=[O:27])=[N:23][CH:24]=[CH:25][CH:26]=1.[Li+:15] |f:5.6|. Procedure: 240 mL of Methyl t-butyl ether (MTBE) and 18.55 mL of N,N,N′,N′-tetramethylethylenediamine (TMEDA) are taken in a reaction flask under nitrogen atmosphere and cooled to −70° C. to −60° C. To the cooled mass, 80 mL of n-BuLi (1.6 M in hexane) was added dropwise with stirring. Temperature of the reaction mixture (RM) was maintained at −70° C. to −60° C. for 1 hour. The RM was cooled to −75° C., then 10 g of 3-fluoropyridine (in 10 mL of MTBE) was added dropwise while maintaining the temperature in... Reaction conditions: time 2 hour. The yield is 98.3%. Starting materials: ClC(=O)OC (Methyl chloroformate), FC1=C(C=CC(=C1)F)O (2,4difluorophenol), [OH-].[Na+] (sodium hydroxide). Reaction SMILES: Cl[C:2]([O:4][CH3:5])=[O:3].[F:6][C:7]1[CH:12]=[C:11]([F:13])[CH:10]=[CH:9][C:8]=1[OH:14].[OH-].[Na+]>O>[F:6][C:7]1[CH:12]=[C:11]([F:13])[CH:10]=[CH:9][C:8]=1[O:14][C:2]([O:4][CH3:5])=[O:3] |f:2.3|. Procedure details: Methyl chloroformate (16.35 ml, 0.173 mol) was added to a solution of 2,4difluorophenol (25 g, 0.192 mol) and sodium hydroxide (8.1 g, 0.203 mol) in water (140 ml). The mixture was stirred at ambient temperature for 2 hours and then extracted with ethyl acetate. The extract was washed with water, dried (MgSO4) and the volatiles removed by evaporation to give 2,4-difluoro-1-methoxycarbonyloxybenzene (32 g, 89%). The solvent is O (water). The product is FC1=C(C=CC(=C1)F)OC(=O)OC (2,4-difluoro-1-methoxycarbonyloxybenzene). Starting materials: C(C)(C)(C)OC(=O)N1CCC(CC1)NC1=NC=NC(=C1[N+](=O)[O-])NC1=CC=C(C=C1)S(=O)(=O)C (4-[6-(4-Methanesulfonyl-phenylamino)-5-nitro-pyrimidin-4-ylamino]-piperidine-1-carboxylic acid tert-butyl ester), Cl (HCl). Solvent: O1CCOCC1 (dioxane). Conditions: temperature 40 celsius, time 8 hour. Product: CS(=O)(=O)C1=CC=C(C=C1)NC1=NC=NC(=C1[N+](=O)[O-])NC1CCNCC1 (N-(4-Methanesulfonyl-phenyl)-5-nitro-N′-piperidin-4-yl-pyrimidine-4,6-diamine). RXN SMILES: C(OC([N:8]1[CH2:13][CH2:12][CH:11]([NH:14][C:15]2[C:20]([N+:21]([O-:23])=[O:22])=[C:19]([NH:24][C:25]3[CH:30]=[CH:29][C:28]([S:31]([CH3:34])(=[O:33])=[O:32])=[CH:27][CH:26]=3)[N:18]=[CH:17][N:16]=2)[CH2:10][CH2:9]1)=O)(C)(C)C.Cl>O1CCOCC1>[CH3:34][S:31]([C:28]1[CH:29]=[CH:30][C:25]([NH:24][C:19]2[C:20]([N+:21]([O-:23])=[O:22])=[C:15]([NH:14][CH:11]3[CH2:12][CH2:13][NH:8][CH2:9][CH2:10]3)[N:16]=[CH:17][N:18]=2)=[CH:26][CH:27]=1)(=[O:33])=[O:32]. Procedure details: General Deprotection Procedure: A mixture of Compound B1 and 4 M HCl in dioxane was stirred at 40° C. overnight and concentrated. Excess HCl was evaporated with isopropyl alcohol provided Compound B2 as yellow solid (261 mg, 97%). 1H NMR (400 MHz CDCl3) δ (ppm): 10.9 (s, 1H), 8.96 (d,2H), 8.17 (s,1H), 7.84 (d, 4H), 4.40-4.37 (m,1H), 3.25-3.22 (m,2H), 3.16 (s,3H), 3.01-2.93 (m, 2H), 2.04-2.01 (m,2H), 1.88-1.78 (m,2H). Exact mass calculated for C16H20N6O4S 392.13, LCMS (ESI) m/z 393.1 (M+H+, 100%)... The reactants are C1(=CC=CC=C1)C1C(NNC1C1=CC=CC=C1)=O (4,5-diphenyl-3-pyrazolidinone), C1=CC(=CC=C1OC(=O)Cl)Cl (4-chlorophenylchloroformate). The solvent is C(Cl)(Cl)Cl (CHCl3), C(Cl)(Cl)Cl (CHCl3). Run at time 8 hour. The product is ClC1=CC=C(C=C1)OC(=O)N1NC(C(C1C1=CC=CC=C1)C1=CC=CC=C1)=O (1-[(4-Chlorophenyl)oxycarbonyl]-4,5-diphenyl-3-pyrazolidinone). Yield: 77.4%. As a reaction SMILES: [C:1]1([CH:7]2[CH:11]([C:12]3[CH:17]=[CH:16][CH:15]=[CH:14][CH:13]=3)[NH:10][NH:9][C:8]2=[O:18])[CH:6]=[CH:5][CH:4]=[CH:3][CH:2]=1.[CH:19]1[C:24]([O:25][C:26](Cl)=[O:27])=[CH:23][CH:22]=[C:21]([Cl:29])[CH:20]=1>C(Cl)(Cl)Cl>[Cl:29][C:21]1[CH:22]=[CH:23][C:24]([O:25][C:26]([N:10]2[CH:11]([C:12]3[CH:13]=[CH:14][CH:15]=[CH:16][CH:17]=3)[CH:7]([C:1]3[CH:2]=[CH:3][CH:4]=[CH:5][CH:6]=3)[C:8](=[O:18])[NH:9]2)=[O:27])=[CH:19][CH:20]=1. Procedure: A solution of 4,5-diphenyl-3-pyrazolidinone (1.25 g, 5.26 mmol) in 50 mL CHCl3 was treated with a solution of 4-chlorophenylchloroformate (1.0 g, 5.26 mmol) in 10 mL CHCl3 and stirred overnight. The solvent was removed in vacuo and the residue recrystallized from EtOAc:hexane to give 1.6 g (58%) white solid: mp 175°-7° C.